From a dataset of the Open Reaction Database (ORD), a public repository of structured organic reaction records. describe an organic reaction: reactants, conditions, products, and yield Reactants: SC(C)O (Mercaptoethanol), ClCl (Chlorine), 50C, S1C(=NC2=C1C=CC=C2)SSC=2SC1=C(N2)C=CC=C1 (2,2'-dithiobisbenzthiazole). Solvent: ClC1=CC=CC=C1 (chlorobenzene). Conditions: time 7 hour. Product: OCCSSC=1SC2=C(N1)C=CC=C2 (2-hydroxyethyl dithiobenzthiazole). Yield: 167.6%. As a reaction SMILES: ClCl.[S:3]1[C:7]2[CH:8]=[CH:9][CH:10]=[CH:11][C:6]=2[N:5]=[C:4]1[S:12][S:13][C:14]1SC2C=CC=CC=2N=1.S[CH:24]([OH:26])C>ClC1C=CC=CC=1>[OH:26][CH2:24][CH2:14][S:13][S:12][C:4]1[S:3][C:7]2[CH:8]=[CH:9][CH:10]=[CH:11][C:6]=2[N:5]=1. Procedure details: Chlorine gas (17.5 g/0.25 mole) was passed at 0 to 50C into a suspension of 2,2'-dithiobisbenzthiazole (83 g/0.25 mole) in chlorobenzene (600 ml). Mercaptoethanol (39 g/0.5 mole) was then added drop-wise to this solution, followed by stirring for 7 hours at room temperature. The precipitated product was filtered off, mixed with methylene chloride (500 ml) and washed with 5% NaHCO3 solution (500 ml). The organic phase was concentrated by evaporation. A yellowish-brown oil (102 g) was obtained, wh... Reactants: [OH-].[K+] (KOH), BrC=1C=C(C=CC1)O (3-bromophenol), ClC1=C(C=NC2=CC(=C(C=C12)OC)OC)C#N (4-chloro-6,7-dimethoxy-3-quinolinecarbonitrile). Run in [OH-].[Na+] (NaOH). Reaction conditions: temperature 170 celsius. Product: BrC=1C=C(OC2=C(C=NC3=CC(=C(C=C23)OC)OC)C#N)C=CC1 (4-(3-bromophenoxy)-6,7-dimethoxy-3-quinolinecarbonitrile). Reaction SMILES: [OH-].[K+].[Br:3][C:4]1[CH:5]=[C:6]([OH:10])[CH:7]=[CH:8][CH:9]=1.Cl[C:12]1[C:21]2[C:16](=[CH:17][C:18]([O:24][CH3:25])=[C:19]([O:22][CH3:23])[CH:20]=2)[N:15]=[CH:14][C:13]=1[C:26]#[N:27]>[OH-].[Na+]>[Br:3][C:4]1[CH:5]=[C:6]([CH:7]=[CH:8][CH:9]=1)[O:10][C:12]1[C:21]2[C:16](=[CH:17][C:18]([O:24][CH3:25])=[C:19]([O:22][CH3:23])[CH:20]=2)[N:15]=[CH:14][C:13]=1[C:26]#[N:27] |f:0.1,4.5|. Procedure details: A mixture of 0.16 g of 88% KOH and 1.73 g of 3-bromophenol at 50° C. was treated with 0.50 g of 4-chloro-6,7-dimethoxy-3-quinolinecarbonitrile. The resulting mixture was heated to 170° C. during 30 min, cooled, and treated at 0° C. with 40 ml of 0.1N NaOH. The solid which resulted was filtered, washed with water, and dissolved in methylene chloride. The solution was washed with 0.5 N NaOH and water, dried, and concentrated. The resulting solid was recrystallized from methylene chloride-hexane to... Starting materials: C1CCOC1, Cc1cc(-c2ccc(C(F)(F)F)cc2)cc(-c2cccc(-c3cccc(S(=O)(=O)Cl)c3)n2)n1, CCOC(C)=O, OC1CCNCC1. Yields the product Cc1cc(-c2ccc(C(F)(F)F)cc2)cc(-c2cccc(-c3cccc(S(=O)(=O)N4CCC(O)CC4)c3)n2)n1. As a reaction SMILES: [CH2:41]1[O:42][CH2:43][CH2:44][CH2:45]1.[CH3:1][c:2]1[cH:3][c:4](-[c:24]2[cH:25][cH:26][c:27]([C:30]([F:31])([F:32])[F:33])[cH:28][cH:29]2)[cH:5][c:6](-[c:8]2[n:9][c:10](-[c:14]3[cH:15][c:16]([S:20](=[O:21])(=[O:22])[Cl:23])[cH:17][cH:18][cH:19]3)[cH:11][cH:12][cH:13]2)[n:7]1.[CH3:46][CH2:47][O:48][C:49]([CH3:50])=[O:51].[OH:34][CH:35]1[CH2:36][CH2:37][NH:38][CH2:39][CH2:40]1>>[CH3:1][c:2]1[cH:3][c:4](-[c:24]2[cH:25][cH:26][c:27]([C:30]([F:31])([F:32])[F:33])[cH:28][cH:29]2)[cH:5][c:6](-[c:8]2[n:9][c:10](-[c:14]3[cH:15][c:16]([S:20](=[O:21])(=[O:22])[N:38]4[CH2:37][CH2:36][CH:35]([OH:34])[CH2:40][CH2:39]4)[cH:17][cH:18][cH:19]3)[cH:11][cH:12][cH:13]2)[n:7]1. Starting materials: C=CCc1ccc(OC)c(F)c1, O=C(OO)c1cccc(Cl)c1, ClCCl. The product is COc1ccc(CC2CO2)cc1F. As a reaction SMILES: [CH2:1]([CH:2]=[CH2:3])[c:4]1[cH:5][c:6]([F:12])[c:7]([O:10][CH3:11])[cH:8][cH:9]1.[Cl:13][c:14]1[cH:15][cH:16][cH:17][c:18]([C:19]([O:20][OH:22])=[O:21])[cH:23]1.[Cl:24][CH2:25][Cl:26]>>[CH2:1]([CH:2]1[CH2:3][O:21]1)[c:4]1[cH:5][c:6]([F:12])[c:7]([O:10][CH3:11])[cH:8][cH:9]1. The reactants are OC1=CC=C(C(=O)OCC2=CC=CC=C2)C=C1 (benzyl p-hydroxybenzoate), C(CCCCCCCCC(=O)Cl)(=O)Cl (sebacic acid dichloride). Yields the product C(C1=CC=CC=C1)OC(=O)C1=CC=C(C=C1)OC(CCCCCCCCC(=O)OC1=CC=C(C=C1)C(=O)OCC1=CC=CC=C1)=O (di(p-benzyloxycarbonylphenyl)sebacate). RXN SMILES: [OH:1][C:2]1[CH:17]=[CH:16][C:5]([C:6]([O:8][CH2:9][C:10]2[CH:15]=[CH:14][CH:13]=[CH:12][CH:11]=2)=[O:7])=[CH:4][CH:3]=1.[C:18](Cl)(=[O:30])[CH2:19][CH2:20][CH2:21][CH2:22][CH2:23][CH2:24][CH2:25][CH2:26][C:27](Cl)=[O:28]>>[CH2:9]([O:8][C:6]([C:5]1[CH:16]=[CH:17][C:2]([O:1][C:18](=[O:30])[CH2:19][CH2:20][CH2:21][CH2:22][CH2:23][CH2:24][CH2:25][CH2:26][C:27]([O:1][C:2]2[CH:3]=[CH:4][C:5]([C:6]([O:8][CH2:9][C:10]3[CH:11]=[CH:12][CH:13]=[CH:14][CH:15]=3)=[O:7])=[CH:16][CH:17]=2)=[O:28])=[CH:3][CH:4]=1)=[O:7])[C:10]1[CH:15]=[CH:14][CH:13]=[CH:12][CH:11]=1. Procedure details: A similar procedure to Example 1 is carried out by using 16.7 g of benzyl p-hydroxybenzoate and 16.7 g of sebacic acid dichloride to yield di(p-benzyloxycarbonylphenyl)sebacate, m.p. 62.5°-63° C., as white crystals. Product: ClC=1C=NC(=NC1)N1CCC(CC1)[C@H]1CC=2C(=CN=C(C2)C=2CCN(CC2)S(=O)(=O)C)O1 ((R)-2-[1-(5-Chloro-pyrimidin-2-yl)-piperidin-4-yl]-5-(1-methanesulfonyl-1,2,3,6-tetrahydro-pyridin-4-yl)-2,3-dihydro-furo[2,3-c]pyridine). Procedure details: The title compound is prepared from (R)-5-(1-methanesulfonyl-1,2,3,6-tetrahydro-pyridin-4-yl)-2-piperidin-4-yl-2,3-dihydro-furo[2,3-c]pyridine (Intermediate 39, the configuration of the stereocenter is arbitrarily assigned) and 2,5-dichloro-pyrimidine following a procedure analogous to that described for Example 79. LC (method 7): tR=1.63 min; Mass spectrum (ESI+): m/z=476/478 (Cl) [M+H]+. Starting materials: CS(=O)(=O)N1CCC(=CC1)C=1C=C2C(=CN1)O[C@H](C2)C2CCNCC2 ((R)-5-(1-methanesulfonyl-1,2,3,6-tetrahydro-pyridin-4-yl)-2-piperidin-4-yl-2,3-dihydro-furo[2,3-c]pyridine), Intermediate 39, ClC1=NC=C(C=N1)Cl (2,5-dichloro-pyrimidine). RXN SMILES: [CH3:1][S:2]([N:5]1[CH2:10][CH:9]=[C:8]([C:11]2[CH:12]=[C:13]3[CH2:19][C@H:18]([CH:20]4[CH2:25][CH2:24][NH:23][CH2:22][CH2:21]4)[O:17][C:14]3=[CH:15][N:16]=2)[CH2:7][CH2:6]1)(=[O:4])=[O:3].Cl[C:27]1[N:32]=[CH:31][C:30]([Cl:33])=[CH:29][N:28]=1>>[Cl:33][C:30]1[CH:29]=[N:28][C:27]([N:23]2[CH2:24][CH2:25][CH:20]([C@@H:18]3[O:17][C:14]4=[CH:15][N:16]=[C:11]([C:8]5[CH2:9][CH2:10][N:5]([S:2]([CH3:1])(=[O:3])=[O:4])[CH2:6][CH:7]=5)[CH:12]=[C:13]4[CH2:19]3)[CH2:21][CH2:22]2)=[N:32][CH:31]=1.